This data is from the Open Reaction Database (ORD), a public repository of structured organic reaction records. The task is: describe an organic reaction: reactants, conditions, products, and yield Starting materials: ClC1=C(C(=C(C(=C1O)Cl)Cl)Cl)Cl (pentachlorophenol), [Al] (aluminum), C1C(C)O1 (propylene oxide), C([C@@H]1[C@H]([C@@H]([C@H]([C@H](O1)O[C@]2([C@H]([C@@H]([C@H](O2)CO)O)O)CO)O)O)O)O (sucrose). The reagents and catalysts are [Fe] (iron). Run in OCC(O)CO (glycerine). Product: C([C@@H]1[C@H]([C@@H]([C@H]([C@H](O1)O[C@]2([C@H]([C@@H]([C@H](O2)CO)O)O)CO)O)O)O)O.OCC(O)CO.ClC1=C(C(=C(C(=C1O)Cl)Cl)Cl)Cl.C1C(C)O1 (Sucrose Glycerine Pentachlorophenol Propylene Oxide). As a reaction SMILES: [CH2:1]([OH:23])[C@H:2]1[O:7][C@H:6]([O:8][C@:9]2([CH2:18][OH:19])[O:13][C@H:12]([CH2:14][OH:15])[C@@H:11]([OH:16])[C@@H:10]2[OH:17])[C@H:5]([OH:20])[C@@H:4]([OH:21])[C@@H:3]1[OH:22].[Cl:24][C:25]1[C:30]([OH:31])=[C:29]([Cl:32])[C:28]([Cl:33])=[C:27]([Cl:34])[C:26]=1[Cl:35].[Al].[CH2:37]1[O:40][CH:38]1[CH3:39]>[Fe].OCC(CO)O>[CH2:1]([OH:23])[C@H:2]1[O:7][C@H:6]([O:8][C@:9]2([CH2:18][OH:19])[O:13][C@H:12]([CH2:14][OH:15])[C@@H:11]([OH:16])[C@@H:10]2[OH:17])[C@H:5]([OH:20])[C@@H:4]([OH:21])[C@@H:3]1[OH:22].[OH:23][CH2:1][CH:2]([CH2:3][OH:22])[OH:7].[Cl:24][C:25]1[C:30]([OH:31])=[C:29]([Cl:32])[C:28]([Cl:33])=[C:27]([Cl:34])[C:26]=1[Cl:35].[CH2:37]1[O:40][CH:38]1[CH3:39] |f:6.7.8.9|. Reported procedure: A 5-liter flask, standardly equipped, was charged with 425 grams of sucrose, and 230 grams of glycerine. The mixture was stirred and heated for 2 hours at 130° - 135°C. and then 1330 grams of pentachlorophenol containing about 700 to 800 ppm of aluminum and iron compounds was added. The mixture was treated with propylene oxide until the acid number was 0.8. After heating the mixture to remove volatiles, the polyol product had the following properties. The reactants are C1(CC1)CN1C(=NC2=C1C=CC(=C2)S(=O)(=O)CC2CN(C2)C(=O)OC(C)(C)C)CC(C)(C)C (tert-butyl 3-((1-(cyclopropylmethyl)-2-neopentyl-1H-benzo[d]imidazol-5-ylsulfonyl)methyl)azetidine-1-carboxylate), Cl[Si](C)(C)C (chlorotrimethylsilane). As a reaction SMILES: [CH:1]1([CH2:4][N:5]2[C:9]3[CH:10]=[CH:11][C:12]([S:14]([CH2:17][CH:18]4[CH2:21][N:20](C(OC(C)(C)C)=O)[CH2:19]4)(=[O:16])=[O:15])=[CH:13][C:8]=3[N:7]=[C:6]2[CH2:29][C:30]([CH3:33])([CH3:32])[CH3:31])[CH2:3][CH2:2]1.Cl[Si](C)(C)C>CO>[NH:20]1[CH2:19][CH:18]([CH2:17][S:14]([C:12]2[CH:11]=[CH:10][C:9]3[N:5]([CH2:4][CH:1]4[CH2:2][CH2:3]4)[C:6]([CH2:29][C:30]([CH3:33])([CH3:32])[CH3:31])=[N:7][C:8]=3[CH:13]=2)(=[O:16])=[O:15])[CH2:21]1. Procedure: To a solution of tert-butyl 3-((1-(cyclopropylmethyl)-2-neopentyl-1H-benzo[d]imidazol-5-ylsulfonyl)methyl)azetidine-1-carboxylate (STEP E, 1.48 g, 3.11 mmol) in methanol (10 mL) was added chlorotrimethylsilane (1.35 g, 12.4 mmol). The resulting mixture was refluxed for 1 h. The reaction mixture was concentrated to give the title compound (1.26 g) as an amorphous. Solvent: CO (methanol). Yields the product N1CC(C1)CS(=O)(=O)C1=CC2=C(N(C(=N2)CC(C)(C)C)CC2CC2)C=C1 (5-(azetidin-3-ylmethylsulfonyl)-1-(cyclopropylmethyl)-2-neopentyl-1H-benzo[d]imidazole). The yield is 107.9%. The product is CCCCC[C@@H](CC[C@H]1[C@@H](CC(=O)[C@@H]1CCCCCCC(=O)O)O)O (13,14-dihydro-PGE1), title compound. Reagents/catalysts: [Pd] (palladium on charcoal). Starting materials: [H][H] (hydrogen), 15-methyl ether, [H][H] (hydrogen), CCCCC[C@@H](/C=C/[C@H]1[C@@H](CC(=O)[C@@H]1CCCCCCC(=O)O)O)O (PGE1), [H][H] (hydrogen). Solvent: C(C)(=O)OCC (ethyl acetate). Reaction SMILES: [H][H].[CH3:3][CH2:4][CH2:5][CH2:6][CH2:7][C@H:8]([OH:27])/[CH:9]=[CH:10]/[C@@H:11]1[C@@H:16]([CH2:17][CH2:18][CH2:19][CH2:20][CH2:21][CH2:22][C:23]([OH:25])=[O:24])[C:14](=[O:15])[CH2:13][C@H:12]1[OH:26]>[Pd].C(OCC)(=O)C>[CH3:3][CH2:4][CH2:5][CH2:6][CH2:7][C@H:8]([OH:27])[CH2:9][CH2:10][C@@H:11]1[C@@H:16]([CH2:17][CH2:18][CH2:19][CH2:20][CH2:21][CH2:22][C:23]([OH:25])=[O:24])[C:14](=[O:15])[CH2:13][C@H:12]1[OH:26]. Procedure details: R2 is methyl, R4 is hydrogen, V is --(CH2)5 --, and W is 1-pentyl. A solution of PGE1, 15-methyl ether (100 mg.) in 10 ml. of ethyl acetate is shaken with hydrogen at about 1 atmosphere pressure at 25°C. in the presence of 5% palladium on charcoal (15 mg.). One equivalent of hydrogen is absorbed in about 90 minutes. The hydrogenation is then stopped, and the catalyst is removed by filtration. The filtrate is evaporated, and the residue is chromatographed on 25 g. of silica gel, eluting with a 50... Starting materials: C(C1=CC=CC=C1)N1CC2CCCC(C1)C2=O (3-benzyl-3-azabicyclo[3.3.1]nonan-9-one), N1CCNCC1 (piperazine), 3A, [BH3-]C#N.[Na+] (NaBH3CN). Solvent: CO (methanol). Product: C(C1=CC=CC=C1)N1CC2CCCC(C1)C2N2CCNCC2 (3-Benzyl-9-piperazinyl-3-azabicyclo[3.3.1]nonane). As a reaction SMILES: [CH2:1]([N:8]1[CH2:15][CH:14]2[C:16](=O)[CH:10]([CH2:11][CH2:12][CH2:13]2)[CH2:9]1)[C:2]1[CH:7]=[CH:6][CH:5]=[CH:4][CH:3]=1.[NH:18]1[CH2:23][CH2:22][NH:21][CH2:20][CH2:19]1.[BH3-]C#N.[Na+]>CO>[CH2:1]([N:8]1[CH2:15][CH:14]2[CH:16]([N:18]3[CH2:23][CH2:22][NH:21][CH2:20][CH2:19]3)[CH:10]([CH2:11][CH2:12][CH2:13]2)[CH2:9]1)[C:2]1[CH:7]=[CH:6][CH:5]=[CH:4][CH:3]=1 |f:2.3|. Procedure details: A mixture of 3-benzyl-3-azabicyclo[3.3.1]nonan-9-one (0.72 g, 3.14 mmol), methanol (25 ml), piperazine(2.71 g, 31.4 mmol), several 3A molecular sieves, and NaBH3CN (0.39 g, 6.28 mmol) was refluxed for 60 hr, cooled, and concentrated. The residue was taken up in 1N HCl (50 ml), washed with ethyl acetate, the pH adjusted to 12 with 1N NaOH aqueous solution, and extracted with dichloromethane. The extract was dried over Na2SO4 and concentrated to afford 0.72 g (72% crude) of an oil, which was used ... Reaction SMILES: [C@H:1]1([OH:8])[CH2:6][CH2:5][CH2:4][C@H:3]([OH:7])[CH2:2]1.[C:9]([O:13][C:14](=[O:17])[CH2:15]Br)([CH3:12])([CH3:11])[CH3:10]>C1COCC1.ClCCl>[C:9]([O:13][C:14](=[O:17])[CH2:15][O:7][C@H:3]1[CH2:4][CH2:5][CH2:6][C@@H:1]([OH:8])[CH2:2]1)([CH3:12])([CH3:11])[CH3:10]. Starting materials: C(C)(C)(C)OC(CBr)=O (bromoacetic acid tert-butyl ester), phosphazene, [C@H]1(C[C@H](CCC1)O)O (trans-1,3-cyclohexanediol). Run in C1CCOC1 (THF), C1CCOC1 (THF), C1CCOC1 (THF), ClCCl (dichloromethane). Procedure details: Dissolve 5.0 g (43 mmol) of cis/trans-1,3-cyclohexanediol (approx. 1.2:1 cis/trans mixture) in 20 ml of absolute THF and, at RT, add 24.8 ml (approx. 49.5 mmol) of phosphazene base P2-t-Bu in THF (approx. 2 M solution) dropwise. Stir the solution at RT for a further 30 min and then add dropwise to a mixture of 9.5 ml (64.6 mmol) of bromoacetic acid tert-butyl ester and add 10 ml of THF dropwise. Stir the mixture at RT overnight, then dilute with dichloromethane, and wash the organic phase succes... Yields the product C(C)(C)(C)OC(CO[C@@H]1C[C@@H](CCC1)O)=O ((+/−)-cis-{[3-Hydroxycyclohexyl]oxy}acetic acid tert-butyl ester). Reaction conditions: time 30 minute.